From a dataset of the Open Reaction Database (ORD), a public repository of structured organic reaction records. describe an organic reaction: reactants, conditions, products, and yield Reactants: NC1=C(COC2CN(CCC2C2=CC=C(C=C2)OCCCOCC2=C(C=CC=C2)OC)C(=O)OC(C)(C)C)C=CC=C1 (tert-butyl 3-(2-aminobenzyloxy)-4-{4-[3-(2-methoxybenzyloxy)propoxy]phenyl}piperidine-1-carboxylate), COCCCC(=O)Cl (4-methoxybutyryl chloride). Procedure: Analogously to Example 116b, 0.135 g of tert-butyl 3-(2-aminobenzyloxy)-4-{4-[3-(2-methoxybenzyloxy)propoxy]phenyl}piperidine-1-carboxylate and 0034 g of 4-methoxybutyryl chloride are reacted. The title compound is obtained as a beige oil. Rf=0.10 (1:1 EtOAc-heptane); Rt=5.86. Product: COC1=C(COCCCOC2=CC=C(C=C2)C2C(CN(CC2)C(=O)OC(C)(C)C)OCC2=C(C=CC=C2)NC(CCCOC)=O)C=CC=C1 (tert-Butyl 4-{4-[3-(2-methoxybenzyloxy)propoxy]phenyl}-3-[2-(4-methoxybutyrylamino)benzyloxy]piperidine-1-carboxylate). Reaction SMILES: [NH2:1][C:2]1[CH:42]=[CH:41][CH:40]=[CH:39][C:3]=1[CH2:4][O:5][CH:6]1[CH:11]([C:12]2[CH:17]=[CH:16][C:15]([O:18][CH2:19][CH2:20][CH2:21][O:22][CH2:23][C:24]3[CH:29]=[CH:28][CH:27]=[CH:26][C:25]=3[O:30][CH3:31])=[CH:14][CH:13]=2)[CH2:10][CH2:9][N:8]([C:32]([O:34][C:35]([CH3:38])([CH3:37])[CH3:36])=[O:33])[CH2:7]1.[CH3:43][O:44][CH2:45][CH2:46][CH2:47][C:48](Cl)=[O:49]>>[CH3:31][O:30][C:25]1[CH:26]=[CH:27][CH:28]=[CH:29][C:24]=1[CH2:23][O:22][CH2:21][CH2:20][CH2:19][O:18][C:15]1[CH:14]=[CH:13][C:12]([CH:11]2[CH2:10][CH2:9][N:8]([C:32]([O:34][C:35]([CH3:38])([CH3:36])[CH3:37])=[O:33])[CH2:7][CH:6]2[O:5][CH2:4][C:3]2[CH:39]=[CH:40][CH:41]=[CH:42][C:2]=2[NH:1][C:48](=[O:49])[CH2:47][CH2:46][CH2:45][O:44][CH3:43])=[CH:17][CH:16]=1. Starting materials: FC(OC=1C=C(C=CC1)N[C@H](C(=O)O)C)(F)F ((S)-2-(3-trifluoromethoxy-phenylamino)-propionic acid), FC(OC=1C=C(C=CC1)N[C@H](C(=O)N(CCCCN1C[C@H](C2(CC2)CC1)O)CC(OC)OC)C)(F)F ((S)-2-(3-trifluoromethoxy-phenylamino)-N-(2,2-dimethoxy-ethyl)-N-[4-((S)-4-hydroxy-6-aza-spiro[2.5]oct-6-yl)-butyl]-propionamide), FC(OC=1C=C(C=CC1)N[C@H](C(=O)O)C)(F)F ((S)-2-(3-trifluoromethoxy-phenylamino)-propionic acid), COC(CNCCCCN1C[C@H](C2(CC2)CC1)O[Si](CC)(CC)CC)OC ((2,2-dimethoxy-ethyl)-[4-((S)-4-triethylsilanyloxy-6-aza-spiro[2.5]oct-6-yl)-butyl]-amine). The product is O[C@H]1C2(CC2)CCN(C1)CCCCN1C([C@@H](N(CC1)C1=CC(=CC=C1)OC(F)(F)F)C)=O ((S)-1-[4-((S)-4-Hydroxy-6-aza-spiro[2.5]oct-6-yl)-butyl]-3-methyl-4-(3-trifluoromethoxy-phenyl)-piperazin-2-one). As a reaction SMILES: FC(F)(F)OC1C=C(N[C@@H](C)C(O)=O)C=CC=1.COC(OC)CNCCCCN1CCC2(CC2)[C@H](O[Si](CC)(CC)CC)C1.[F:45][C:46]([F:80])([F:79])[O:47][C:48]1[CH:49]=[C:50]([NH:54][C@@H:55]([CH3:78])[C:56]([N:58]([CH2:72][CH:73](OC)OC)[CH2:59][CH2:60][CH2:61][CH2:62][N:63]2[CH2:70][CH2:69][C:66]3([CH2:68][CH2:67]3)[C@H:65]([OH:71])[CH2:64]2)=[O:57])[CH:51]=[CH:52][CH:53]=1>>[OH:71][C@@H:65]1[CH2:64][N:63]([CH2:62][CH2:61][CH2:60][CH2:59][N:58]2[CH2:72][CH2:73][N:54]([C:50]3[CH:51]=[CH:52][CH:53]=[C:48]([O:47][C:46]([F:79])([F:80])[F:45])[CH:49]=3)[C@@H:55]([CH3:78])[C:56]2=[O:57])[CH2:70][CH2:69][C:66]21[CH2:68][CH2:67]2. Procedure details: The title compound was produced in analogy with example 94, steps E and F. Thus, (S)-2-(3-trifluoromethoxy-phenylamino)-propionic acid (intermediate 25) was coupled in step E with (2,2-dimethoxy-ethyl)-[4-((S)-4-triethylsilanyloxy-6-aza-spiro[2.5]oct-6-yl)-butyl]-amine (example 94D), leading to (S)-2-(3-trifluoromethoxy-phenylamino)-N-(2,2-dimethoxy-ethyl)-N-[4-((S)-4-hydroxy-6-aza-spiro[2.5]oct-6-yl)-butyl]-propionamide, which was converted to the title compound in step F. Light yellow gum, MS:... Starting materials: BrC1=NC=CC=C1COC=1C(=CC(=NC1)OC)C1OCCO1 (5-((2-bromopyridin-3-yl)methoxy)-4-(1,3-dioxolan-2-yl)-2-methoxypyridine), Zn (CN)2, CN(C)C=O (DMF). The reagents and catalysts are C=1C=CC(=CC1)[P](C=2C=CC=CC2)(C=3C=CC=CC3)[Pd]([P](C=4C=CC=CC4)(C=5C=CC=CC5)C=6C=CC=CC6)([P](C=7C=CC=CC7)(C=8C=CC=CC8)C=9C=CC=CC9)[P](C=1C=CC=CC1)(C=1C=CC=CC1)C=1C=CC=CC1 (Pd(PPh3)4). Reaction conditions: temperature 125 celsius. The product is O1C(OCC1)C1=C(C=NC(=C1)OC)OCC=1C(=NC=CC1)C#N (3-((4-(1,3-dioxolan-2-yl)-6-methoxypyridin-3-yloxy)methyl)picolinonitrile). Yield: 84.0%. RXN SMILES: Br[C:2]1[C:7]([CH2:8][O:9][C:10]2[C:11]([CH:18]3[O:22][CH2:21][CH2:20][O:19]3)=[CH:12][C:13]([O:16][CH3:17])=[N:14][CH:15]=2)=[CH:6][CH:5]=[CH:4][N:3]=1.[CH3:23][N:24](C=O)C>C1C=CC([P]([Pd]([P](C2C=CC=CC=2)(C2C=CC=CC=2)C2C=CC=CC=2)([P](C2C=CC=CC=2)(C2C=CC=CC=2)C2C=CC=CC=2)[P](C2C=CC=CC=2)(C2C=CC=CC=2)C2C=CC=CC=2)(C2C=CC=CC=2)C2C=CC=CC=2)=CC=1>[O:19]1[CH2:20][CH2:21][O:22][CH:18]1[C:11]1[CH:12]=[C:13]([O:16][CH3:17])[N:14]=[CH:15][C:10]=1[O:9][CH2:8][C:7]1[C:2]([C:23]#[N:24])=[N:3][CH:4]=[CH:5][CH:6]=1 |^1:31,33,52,71|. Reported procedure: A mixture of 5-((2-bromopyridin-3-yl)methoxy)-4-(1,3-dioxolan-2-yl)-2-methoxypyridine (1.1 g, 3.0 mmol, 1 eq.), Zn (CN)2 (704 mg, 6.0 mmol, 2.0 eq.), and Pd(PPh3)4 (346 mg, 0.3 mmol, 0.2 eq.) in DMF (10 mL) was heated at 125° C. for 2 h under N2. The mixture was cooled, filtered, concentrated, and purified on silica gel using a mixture of EtOAc and hexanes as eluent to give 3-((4-(1,3-dioxolan-2-yl)-6-methoxypyridin-3-yloxy)methyl)picolinonitrile (820 mg, 84%) as a white solid. 1H NMR (400 MHz, ... The reactants are C(C)OCC (diethyl ether), BrC1=CC(=C(N)C=C1)F (4-bromo-2-fluoroaniline), C1(CC(=O)OC(OC(C)(CC)CC)O1)=O (diethylethoxymethylene malonate), material, ClC1=CC=C(CN)C=C1 (4-chlorobenzylamine). The solvent is hexanes. Reaction conditions: temperature 130 celsius. Yields the product BrC=1C=C2C=C(C=NC2=C(C1)F)C(=O)NCC1=CC=C(C=C1)Cl (6-Bromo-N-[(4-chlorophenyl)methyl]-8-fluoro-3-quinolinecarboxamide). Reaction SMILES: [Br:1][C:2]1[CH:8]=[CH:7][C:5]([NH2:6])=[C:4]([F:9])[CH:3]=1.C1(=O)OC(O[C:17]([CH2:21]C)([CH2:19]C)[CH3:18])OC(=O)C1.[Cl:25][C:26]1[CH:33]=[CH:32][C:29]([CH2:30][NH2:31])=[CH:28][CH:27]=1.C([O:36]CC)C>>[Br:1][C:2]1[CH:8]=[C:7]2[C:5](=[C:4]([F:9])[CH:3]=1)[N:6]=[CH:18][C:17]([C:21]([NH:31][CH2:30][C:29]1[CH:32]=[CH:33][C:26]([Cl:25])=[CH:27][CH:28]=1)=[O:36])=[CH:19]2. Procedure: A mixture of 9.50 g of 4-bromo-2-fluoroaniline and 10.81 g diethylethoxymethylene malonate is heated to 130° C. in a flask equipped with a Dean-Stark trap to collect formed ethanol. The mixture is then cooled to 75° C. and diluted with hexanes. The resulting solid is collected and dried. The solid is then dissolved in 60 mL diphenyl ether and heated to 250° C. for 2 h in a flask equipped with a Dean-Stark trap to collect the ethanol. The solution is allowed to cool to room temperature and the re...